This data is from the Open Reaction Database (ORD), a public repository of structured organic reaction records. The task is: describe an organic reaction: reactants, conditions, products, and yield The reactants are C(C)(C)(C)O[C@H](C(=O)O)C=1C(=C2C=CC(=NC2=CC1C)C1=CC=NC=C1)C1=CC=C(C=C1)Cl ((S)-2-tert-butoxy-2-(5-(4-chlorophenyl)-7-methyl-2-(pyridin-4-yl)quinolin-6-yl)acetic acid), N1=CC(=CC=C1)B(O)O (pyridin-3-ylboronic acid). Product: C(C)(C)(C)O[C@H](C(=O)O)C=1C(=C2C=CC(=NC2=CC1C)C=1C=NC=CC1)C1=CC=C(C=C1)Cl ((S)-2-tert-butoxy-2-(5-(4-chlorophenyl)-7-methyl-2-(pyridin-3-yl)quinolin-6-yl)acetic acid). Reaction SMILES: [C:1]([O:5][C@@H:6]([C:10]1[C:11]([C:27]2[CH:32]=[CH:31][C:30]([Cl:33])=[CH:29][CH:28]=2)=[C:12]2[C:17](=[CH:18][C:19]=1[CH3:20])[N:16]=[C:15](C1C=CN=CC=1)[CH:14]=[CH:13]2)[C:7]([OH:9])=[O:8])([CH3:4])([CH3:3])[CH3:2].[N:34]1[CH:39]=[CH:38][CH:37]=[C:36](B(O)O)[CH:35]=1>>[C:1]([O:5][C@@H:6]([C:10]1[C:11]([C:27]2[CH:32]=[CH:31][C:30]([Cl:33])=[CH:29][CH:28]=2)=[C:12]2[C:17](=[CH:18][C:19]=1[CH3:20])[N:16]=[C:15]([C:36]1[CH:35]=[N:34][CH:39]=[CH:38][CH:37]=1)[CH:14]=[CH:13]2)[C:7]([OH:9])=[O:8])([CH3:3])([CH3:2])[CH3:4]. Procedure details: (S)-2-tert-Butoxy-2-(5-(4-chlorophenyl)-7-methyl-2-(pyridin-3-yl)quinolin-6-yl)acetic acid (74) was prepared following the procedure for (S)-2-tert-butoxy-2-(5-(4-chlorophenyl)-7-methyl-2-(pyridin-4-yl)quinolin-6-yl)acetic acid of Example 73 except that pyridin-3-ylboronic acid was used instead of pyridin-4-ylboronic acid. 1H-NMR: 400 MHz, (CD3CN) δ: 9.49 (s, 1 H), 8.94 (d, J=8.4 Hz, 1 H), 8.79 (s, 1 H), 7.91 (m, 2H), 7.80 (Abq, J=26.2, 8.8 Hz, 2 H), 7.58 (m, 3 H), 7.34 (m, 1 H), 5.25 (s, 1 H), ... The product is N(=[N+]=[N-])[C@H]1C[C@H]([C@@H](C1)NC(=O)C1=C(NC2=C1N=CN=C2C2=C(C=CC(=C2)C(F)F)OCC2CC2)C)F (N-[(1R*,2R*,4R*)-4-azido-2-fluorocyclopentyl]-4-[2-(cyclopropylmethoxy)-5-(difluoromethyl)phenyl]-6-methyl-5H-pyrrolo[3,2-d]pyrimidine-7-carboxamide). Reaction SMILES: [CH:1]1([CH2:4][O:5][C:6]2[CH:11]=[CH:10][C:9]([CH:12]([F:14])[F:13])=[CH:8][C:7]=2[C:15]2[C:16]3[NH:23][C:22]([CH3:24])=[C:21]([C:25]([OH:27])=O)[C:17]=3[N:18]=[CH:19][N:20]=2)[CH2:3][CH2:2]1.Cl.[N:29]([C@@H:32]1[CH2:36][C@@H:35]([NH2:37])[C@H:34]([F:38])[CH2:33]1)=[N+:30]=[N-:31]>>[N:29]([C@@H:32]1[CH2:36][C@@H:35]([NH:37][C:25]([C:21]2[C:17]3[N:18]=[CH:19][N:20]=[C:15]([C:7]4[CH:8]=[C:9]([CH:12]([F:14])[F:13])[CH:10]=[CH:11][C:6]=4[O:5][CH2:4][CH:1]4[CH2:2][CH2:3]4)[C:16]=3[NH:23][C:22]=2[CH3:24])=[O:27])[C@H:34]([F:38])[CH2:33]1)=[N+:30]=[N-:31] |f:1.2|. Procedure: Starting from 4-[2-(cyclopropylmethoxy)-5-(difluoromethyl)phenyl]-6-methyl-5H-pyrrolo[3,2-d]pyrimidine-7-carboxylic acid (example D.g1) and (1R*,2R*,4R*)-4-azido-2-fluorocyclopentanamine hydrochloride (example C45) the title compound is obtained as pale yellow foam. Reactants: C1(CC1)COC1=C(C=C(C=C1)C(F)F)C=1C2=C(N=CN1)C(=C(N2)C)C(=O)O (4-[2-(cyclopropylmethoxy)-5-(difluoromethyl)phenyl]-6-methyl-5H-pyrrolo[3,2-d]pyrimidine-7-carboxylic acid), Cl.N(=[N+]=[N-])[C@H]1C[C@H]([C@@H](C1)N)F ((1R*,2R*,4R*)-4-azido-2-fluorocyclopentanamine hydrochloride). The reactants are CN(S(=O)(=O)Cl)C (Dimethylsulfamoyl chloride), NCC1CCC(CC1)CN (1,4-bis-aminomethylcyclohexane), C(C)(C)N(CC)C(C)C (diisopropylethylamine). The solvent is ClCCl (dichloromethane). Reaction conditions: time 24 hour. Product: NCC1CCC(CC1)CNS(=O)(=O)N(C)C (N′-[4-(aminomethyl)cyclohexyl]methyl-N,N-dimethylsulfamide). RXN SMILES: [CH3:1][N:2]([CH3:7])[S:3](Cl)(=[O:5])=[O:4].[NH2:8][CH2:9][CH:10]1[CH2:15][CH2:14][CH:13]([CH2:16][NH2:17])[CH2:12][CH2:11]1.C(N(C(C)C)CC)(C)C>ClCCl>[NH2:8][CH2:9][CH:10]1[CH2:15][CH2:14][CH:13]([CH2:16][NH:17][S:3]([N:2]([CH3:7])[CH3:1])(=[O:5])=[O:4])[CH2:12][CH2:11]1. Procedure: Dimethylsulfamoyl chloride (one mol-equivalent, ClSO2N(CH3)2) was added to a stirred solution of 1,4-bis-aminomethylcyclohexane (3 mol-equivalents) and diisopropylethylamine (1 mol-equivalent) in dichloromethane at 0° C. The reaction mixture was stirred at room temperature for 24 hours, concentrated under reduced pressure and chromatographed (silica) to give the desired product as viscous oils. (Scheme 1A) The solvent is CN(C)C=O (DMF), O (water). The reactants are Cl (HCl), C(#N)C=1OC2=C(C=C(C=3C=CC=NC23)Cl)N1 (2-cyano-5-chloro-1,3-oxazolo-[4,5-h]quinoline), [N-]=[N+]=[N-].[Na+] (sodium azide), [Cl-].[NH4+] (ammonium chloride). Procedure: A mixture of 5 g of 2-cyano-5-chloro-1,3-oxazolo-[4,5-h]quinoline and 1.0 g of sodium azide and 2 g of ammonium chloride in 100 ml of DMF are heated for 3 hours at 120° C. The reaction mixture is poured into water acidified with dilute HCl, and the product is filtered and recrystallized. Product: N1N=NN=C1C=1OC2=C(C=C(C=3C=CC=NC23)Cl)N1 (2-(5-tetrazolyl)-5-chloro-1,3-oxazolo-[4,5-h]quinoline). RXN SMILES: [C:1]([C:3]1[O:4][C:5]2[C:14]3[N:13]=[CH:12][CH:11]=[CH:10][C:9]=3[C:8]([Cl:15])=[CH:7][C:6]=2[N:16]=1)#[N:2].[N-:17]=[N+:18]=[N-:19].[Na+].[Cl-].[NH4+].Cl>CN(C=O)C.O>[NH:17]1[C:1]([C:3]2[O:4][C:5]3[C:14]4[N:13]=[CH:12][CH:11]=[CH:10][C:9]=4[C:8]([Cl:15])=[CH:7][C:6]=3[N:16]=2)=[N:2][N:19]=[N:18]1 |f:1.2,3.4|. Run at temperature 120 celsius. Reactants: ClC1=C(C=NC2=CC=CN=C12)[NH-] (N-(4-chloro[1,5]naphthyridin-3-yl)amide), ClC1=C(C=NC2=CC=CC=C12)[NH-] (N-(4-chloroquinolin-3-yl)amide), Formula XXXII, NO (hydroxylamine), Boc-CH2—X—CH2—ONH2. The product is N1C=NC=2C=NC=3C=CC=NC3C21 (1H-imidazo[4,5-c][1,5]naphthyridine). As a reaction SMILES: Cl[C:2]1[C:11]2[C:6](=[CH:7][CH:8]=[CH:9][N:10]=2)[N:5]=[CH:4][C:3]=1[NH-:12].ClC1C2C(=CC=CC=2)[N:17]=[CH:16]C=1[NH-].NO>>[NH:17]1[C:2]2[C:11]3[N:10]=[CH:9][CH:8]=[CH:7][C:6]=3[N:5]=[CH:4][C:3]=2[N:12]=[CH:16]1. Reported procedure: In step (1) of Reaction Scheme VII, an N-(4-chloro[1,5]naphthyridin-3-yl)amide or N-(4-chloroquinolin-3-yl)amide of Formula XXXII is reacted with a hydroxylamine of the Formula Boc-CH2—X—CH2—ONH2 and cyclized to provide a 1H-imidazo[4,5-c][1,5]naphthyridine or a 1H-imidazo[4,5-c]quinoline of Formula LX. The reaction can be carried out using the method described in step (3) of Reaction Scheme I. Hydroxylamines of the Formula Boc-CH2—X—CH2—ONH2 can be prepared by conventional methods. Reactants: Cc1ccc(S(=O)(=O)OCC2CCCc3cccc(-c4c(Cl)cccc4Cl)c3O2)cc1, CS(C)=O, [N-]=[N+]=[N-], [Na+]. Product: [N-]=[N+]=NCC1CCCc2cccc(-c3c(Cl)cccc3Cl)c2O1. As a reaction SMILES: [CH3:1][c:2]1[cH:3][cH:4][c:5]([S:6]([O:7][CH2:12][CH:13]2[O:14][c:15]3[c:16]([cH:20][cH:21][cH:22][c:23]3-[c:24]3[c:25]([Cl:31])[cH:26][cH:27][cH:28][c:29]3[Cl:30])[CH2:17][CH2:18][CH2:19]2)(=[O:8])=[O:9])[cH:10][cH:11]1.[CH3:36][S:37](=[O:38])[CH3:39].[N-:33]=[N+:34]=[N-:35].[Na+:32]>>[CH2:12]([CH:13]1[O:14][c:15]2[c:16]([cH:20][cH:21][cH:22][c:23]2-[c:24]2[c:25]([Cl:31])[cH:26][cH:27][cH:28][c:29]2[Cl:30])[CH2:17][CH2:18][CH2:19]1)[N:33]=[N+:34]=[N-:35]. Starting materials: O=C1CC2(CCCC2)c2ccccc21, COCCCBr, [Mg], C1CCOC1, c1ccccc1. Product: COCCCC1(O)CC2(CCCC2)c2ccccc21. RXN SMILES: [CH2:8]1[C:9](=[O:21])[c:10]2[cH:11][cH:12][cH:13][cH:14][c:15]2[C:16]12[CH2:17][CH2:18][CH2:19][CH2:20]2.[CH3:1][O:2][CH2:3][CH2:4][CH2:5][Br:6].[Mg:7].[O:28]1[CH2:29][CH2:30][CH2:31][CH2:32]1.[cH:22]1[cH:23][cH:24][cH:25][cH:26][cH:27]1>>[CH3:1][O:2][CH2:3][CH2:4][CH2:5][C:9]1([OH:21])[CH2:8][C:16]2([c:15]3[c:10]1[cH:11][cH:12][cH:13][cH:14]3)[CH2:17][CH2:18][CH2:19][CH2:20]2. The reactants are CC=Cc1cc(C(=O)O)ccc1N1CCN(CCOCc2ccccc2)CC1, CCOC(C)=O, C(=NC1CCCCC1)=NC1CCCCC1, Oc1c(F)c(F)c(F)c(F)c1F, O. Product: CC=Cc1cc(C(=O)Oc2c(F)c(F)c(F)c(F)c2F)ccc1N1CCN(CCOCc2ccccc2)CC1. Reaction SMILES: [CH2:1]([c:2]1[cH:3][cH:4][cH:5][cH:6][cH:7]1)[O:8][CH2:9][CH2:10][N:11]1[CH2:12][CH2:13][N:14]([c:17]2[c:18]([CH:26]=[CH:27][CH3:28])[cH:19][c:20]([C:21](=[O:22])[OH:23])[cH:24][cH:25]2)[CH2:15][CH2:16]1.[CH3:57][CH2:58][O:59][C:60](=[O:61])[CH3:62].[CH:41]1([N:42]=[C:43]=[N:44][CH:45]2[CH2:46][CH2:47][CH2:48][CH2:49][CH2:50]2)[CH2:51][CH2:52][CH2:53][CH2:54][CH2:55]1.[F:29][c:30]1[c:31]([F:40])[c:32]([F:39])[c:33]([F:38])[c:34]([F:37])[c:35]1[OH:36].[OH2:56]>>[CH2:1]([c:2]1[cH:3][cH:4][cH:5][cH:6][cH:7]1)[O:8][CH2:9][CH2:10][N:11]1[CH2:12][CH2:13][N:14]([c:17]2[c:18]([CH:26]=[CH:27][CH3:28])[cH:19][c:20]([C:21](=[O:22])[O:23][c:35]3[c:30]([F:29])[c:31]([F:40])[c:32]([F:39])[c:33]([F:38])[c:34]3[F:37])[cH:24][cH:25]2)[CH2:15][CH2:16]1. The reactants are C(O)([O-])=O.[Na+] (sodium hydrogencarbonate), OC(C)C1=CC=C(C=C1)CNC(C)=O (N-(4-(1-hydroxyethyl)phenylmethyl)acetamide), S(=O)(Cl)Cl (thionyl chloride). Solvent: C(Cl)(Cl)Cl (chloroform), C(Cl)(Cl)Cl (chloroform). Run at temperature 30 celsius, time 1 hour. Yields the product ClC(C)C1=CC=C(C=C1)CNC(C)=O (N-(4-(1-Chloroethyl)phenylmethyl)acetamide). Reaction SMILES: O[CH:2]([C:4]1[CH:9]=[CH:8][C:7]([CH2:10][NH:11][C:12](=[O:14])[CH3:13])=[CH:6][CH:5]=1)[CH3:3].S(Cl)([Cl:17])=O.C(=O)([O-])O.[Na+]>C(Cl)(Cl)Cl>[Cl:17][CH:2]([C:4]1[CH:9]=[CH:8][C:7]([CH2:10][NH:11][C:12](=[O:14])[CH3:13])=[CH:6][CH:5]=1)[CH3:3] |f:2.3|. Procedure: To a solution of N-(4-(1-hydroxyethyl)phenylmethyl)acetamide (5.26 g) in chloroform (40 ml) was added dropwise a solution of thionyl chloride (2.1 ml) in chloroform (10 ml) at below 5° C. over 20 min. The mixture was stirred at 30° C. for 1 hr. The mixture was poured into a saturated sodium hydrogencarbonate solution and extracted with chloroform. The organic layer was dried over anhydrous sodium sulfate and the solvent was evaporated. The obtained residue was purified by silica gel column chrom...